This data is from the Open Reaction Database (ORD), a public repository of structured organic reaction records. The task is: describe an organic reaction: reactants, conditions, products, and yield Starting materials: N(=[N+]=[N-])C1=C(C=O)C=CC=C1 (2-azidobenzaldehyde), C(C)OC(CC(=O)C(=O)OCC)=O (oxalacetic acid diethyl ester), C(C)OC(\C=C(\C)/N)=O (β-aminocrotonic acid ethyl ester). The solvent is C(C)O (ethanol). The product is C(C)OC(=O)C1=C(NC(=C(C1C1=C(C=CC=C1)N=[N+]=[N-])C(=O)OCC)C(=O)OCC)C (2-Methyl-4-(2'-azidophenyl)-1,4-dihydropyridine-3,5,6-tricarboxylic acid triethyl ester). As a reaction SMILES: [N:1]([C:4]1[CH:11]=[CH:10][CH:9]=[CH:8][C:5]=1[CH:6]=O)=[N+:2]=[N-:3].[CH2:12]([O:14][C:15](=[O:24])[CH2:16][C:17]([C:19]([O:21][CH2:22][CH3:23])=[O:20])=O)[CH3:13].[CH2:25]([O:27][C:28](=[O:33])/[CH:29]=[C:30](\[NH2:32])/[CH3:31])[CH3:26]>C(O)C>[CH2:25]([O:27][C:28]([C:29]1[CH:6]([C:5]2[CH:8]=[CH:9][CH:10]=[CH:11][C:4]=2[N:1]=[N+:2]=[N-:3])[C:16]([C:15]([O:14][CH2:12][CH3:13])=[O:24])=[C:17]([C:19]([O:21][CH2:22][CH3:23])=[O:20])[NH:32][C:30]=1[CH3:31])=[O:33])[CH3:26]. Procedure details: A solution of 14.7 g of 2-azidobenzaldehyde, 19 g of oxalacetic acid diethyl ester and 13 g of β-aminocrotonic acid ethyl ester in 40 ccs of ethanol is heated to the boil overnight and evaporated in vacuo. Yellow-brown oil. Reactants: CCI, CC(C)NC(C)C, Fc1cccnc1, C1CCOC1, O. Yields the product CCc1ccncc1F. As a reaction SMILES: [CH2:15]([I:16])[CH3:17].[CH:1]([CH3:2])([NH:3][CH:4]([CH3:5])[CH3:6])[CH3:7].[F:8][c:9]1[cH:10][n:11][cH:12][cH:13][cH:14]1.[O:18]1[CH2:19][CH2:20][CH2:21][CH2:22]1.[OH2:23]>>[CH2:1]([CH3:2])[c:14]1[c:9]([F:8])[cH:10][n:11][cH:12][cH:13]1. Run in CN(C=O)C.O (dimethylformamide water). Reaction SMILES: [Cl:1][C:2]1[S:6][C:5]([NH:7][S:8]([C:11]2[CH:16]=[CH:15][C:14]([O:17][C:18]3[CH:23]=[CH:22][C:21]([F:24])=[CH:20][C:19]=3I)=[C:13]([C:26]#[N:27])[CH:12]=2)(=[O:10])=[O:9])=[N:4][CH:3]=1.CC1(C)C(C)(C)OB([C:36]2[CH:37]=[N:38][NH:39][CH:40]=2)O1.C(=O)([O-])[O-].[Na+].[Na+]>CN(C)C=O.O>[Cl:1][C:2]1[S:6][C:5]([NH:7][S:8]([C:11]2[CH:16]=[CH:15][C:14]([O:17][C:18]3[CH:23]=[CH:22][C:21]([F:24])=[CH:20][C:19]=3[C:36]3[CH:37]=[N:38][NH:39][CH:40]=3)=[C:13]([C:26]#[N:27])[CH:12]=2)(=[O:10])=[O:9])=[N:4][CH:3]=1 |f:2.3.4,5.6|. Starting materials: ClC1=CN=C(S1)NS(=O)(=O)C1=CC(=C(C=C1)OC1=C(C=C(C=C1)F)I)C#N (N-(5-Chloro-1,3-thiazol-2-yl)-3-cyano-4-(4-fluoro-2-iodophenoxy)benzenesulfonamide), CC1(OB(OC1(C)C)C=1C=NNC1)C (4-(4,4,5,5-tetramethyl-1,3,2-dioxaborolan-2-yl)-1H-pyrazole), C([O-])([O-])=O.[Na+].[Na+] (sodium carbonate). Run at temperature 90 celsius. Reported procedure: N-(5-Chloro-1,3-thiazol-2-yl)-3-cyano-4-(4-fluoro-2-iodophenoxy)benzenesulfonamide (Preparation 240, 50 mg, 0.09 mmol), 4-(4,4,5,5-tetramethyl-1,3,2-dioxaborolan-2-yl)-1H-pyrazole (27 mg, 0.14 mmol) palladium (0) tetrakis(triphenylphosphine) (10 mg, 0.009 mmol) and sodium carbonate (30 mg, 0.28 mmol) were dissolved in dimethylformamide:water (2:1, 1.5 ml) and heated to 90° C. for 18 hours. The reaction was partitioned between ethyl acetate and saturated aqueous sodium chloride solution. The orga... Yields the product ClC1=CN=C(S1)NS(=O)(=O)C1=CC(=C(C=C1)OC1=C(C=C(C=C1)F)C=1C=NNC1)C#N (N-(5-Chloro-1,3-thiazol-2-yl)-3-cyano-4-[4-fluoro-2-(1H-pyrazol-4-yl)phenoxy]benzenesulfonamide). The product is Cc1nc(-c2ccc(C(F)(F)F)cc2)ccc1C=O. Reactants: CCOC(=O)CCc1ccc(O)cc1C, Cc1nc(-c2ccc(C(F)(F)F)cc2)ccc1CO, O=[Mn]=O. As a reaction SMILES: [CH2:1]([O:2][C:3](=[O:4])[CH2:5][CH2:6][c:7]1[cH:8][cH:9][c:10]([OH:11])[cH:12][c:13]1[CH3:14])[CH3:15].[CH3:16][c:17]1[n:18][c:19](-[c:25]2[cH:26][cH:27][c:28]([C:31]([F:32])([F:33])[F:34])[cH:29][cH:30]2)[cH:20][cH:21][c:22]1[CH2:23][OH:24].[O:35]=[Mn:36]=[O:37]>>[CH3:16][c:17]1[n:18][c:19](-[c:25]2[cH:26][cH:27][c:28]([C:31]([F:32])([F:33])[F:34])[cH:29][cH:30]2)[cH:20][cH:21][c:22]1[CH:23]=[O:24]. Reactants: COc1c(C(C)=O)c(O)c(OC)c2occc12, CCC(C)=O, COc1ccc(CCN(C)CCCCl)cc1OC. Yields the product COc1ccc(CCN(C)CCCOc2c(C(C)=O)c(OC)c3ccoc3c2OC)cc1OC. RXN SMILES: [C:1]([CH3:2])(=[O:3])[c:4]1[c:5]([OH:17])[c:6]([O:15][CH3:16])[c:7]2[c:8]([cH:9][cH:10][o:11]2)[c:12]1[O:13][CH3:14].[CH2:36]([C:37]([CH3:38])=[O:39])[CH3:40].[Cl:18][CH2:19][CH2:20][CH2:21][N:22]([CH3:23])[CH2:24][CH2:25][c:26]1[cH:27][c:28]([O:34][CH3:35])[c:29]([O:32][CH3:33])[cH:30][cH:31]1>>[C:1]([CH3:2])(=[O:3])[c:4]1[c:5]([O:17][CH2:19][CH2:20][CH2:21][N:22]([CH3:23])[CH2:24][CH2:25][c:26]2[cH:27][c:28]([O:34][CH3:35])[c:29]([O:32][CH3:33])[cH:30][cH:31]2)[c:6]([O:15][CH3:16])[c:7]2[c:8]([cH:9][cH:10][o:11]2)[c:12]1[O:13][CH3:14].